This data is from the Open Reaction Database (ORD), a public repository of structured organic reaction records. The task is: describe an organic reaction: reactants, conditions, products, and yield The reactants are ClC=1N(C2=CC=CC=C2C1C(=O)O)C (2-chloro-1-methylindole-3-carboxylic acid), O=S(Cl)Cl (SOCl2), CNC1=CC=CC=C1 (N-methylaniline). Product: CN(C(=O)C1=C(N(C2=CC=CC=C12)C)Cl)C1=CC=CC=C1 (N-methyl-N-phenyl 2-chloro-1-methylindole-3-carboxamide), XXII. Isolated yield 67.0%. As a reaction SMILES: [Cl:1][C:2]1[N:3]([CH3:14])[C:4]2[C:9]([C:10]=1[C:11]([OH:13])=O)=[CH:8][CH:7]=[CH:6][CH:5]=2.O=S(Cl)Cl.[CH3:19][NH:20][C:21]1[CH:26]=[CH:25][CH:24]=[CH:23][CH:22]=1>>[CH3:19][N:20]([C:21]1[CH:26]=[CH:25][CH:24]=[CH:23][CH:22]=1)[C:11]([C:10]1[C:9]2[C:4](=[CH:5][CH:6]=[CH:7][CH:8]=2)[N:3]([CH3:14])[C:2]=1[Cl:1])=[O:13]. Procedure: Similar reaction of 2-chloro-1-methylindole-3-carboxylic acid [XXI] with SOCl2 and N-methylaniline gave N-methyl-N-phenyl 2-chloro-1-methylindole-3-carboxamide [XXII: R6 =Me; R7 =Ph] (67% yield); mp (Me2CO/water) 163° C.